This data is from the Open Reaction Database (ORD), a public repository of structured organic reaction records. The task is: describe an organic reaction: reactants, conditions, products, and yield Starting materials: O (Water), OC=1C=C(C#N)C=CC1 (3-Hydroxybenzonitrile), BrCC=C(C)C (4-bromo-2-methyl-2-butene), C([O-])([O-])=O.[K+].[K+] (potassium carbonate). The solvent is CN(C=O)C (N,N-dimethylformamide). Run at time 2 hour. The product is CC(=CCOC=1C=C(C#N)C=CC1)C (3-(3-Methyl-2-butenyloxy)-benzonitrile). Yield: 100.0%. As a reaction SMILES: [OH:1][C:2]1[CH:3]=[C:4]([CH:7]=[CH:8][CH:9]=1)[C:5]#[N:6].Br[CH2:11][CH:12]=[C:13]([CH3:15])[CH3:14].C(=O)([O-])[O-].[K+].[K+].O>CN(C)C=O>[CH3:14][C:13]([CH3:15])=[CH:12][CH2:11][O:1][C:2]1[CH:3]=[C:4]([CH:7]=[CH:8][CH:9]=1)[C:5]#[N:6] |f:2.3.4|. Procedure details: 3-Hydroxybenzonitrile (1.19 g, 10 mmol) and 4-bromo-2-methyl-2-butene (1.66 g, 10 mmol) were dissolved in N,N-dimethylformamide (5 mL), potassium carbonate (1.66 g, 12 mmol) was added, and the solution was stirred at room temperature for 2 hours. Water (50 mL) was added to the reaction solution, which was then extracted with ethyl acetate (50 mL). The extract was washed, then, dried over anhydrous magnesium sulfate, and the solvent was evaporated in vacuo. The residue was purified by silica gel ...